This data is from the Open Reaction Database (ORD), a public repository of structured organic reaction records. The task is: describe an organic reaction: reactants, conditions, products, and yield Starting materials: C1=C(C=CC2=CC=CC=C12)CN1CCSCC(C1=O)NC([C@H](OC)[C@@H]1OC(O[C@@H]([C@@H]1O)\C=C\C(C)(C)C)(C)C)=O ((R)—N-(4-(naphthalen-2-ylmethyl)-5-oxoperhydro-1,4-thiazepin-6-yl)-2-[(4R,5S,6R)-6-((E)-3,3-dimethylbut-1-enyl)-5-hydroxy-2,2-dimethyl-1,3-dioxinan-4-yl]-2-methoxyacetamide), Cl (hydrochloric acid), [OH-].[Na+] (sodium hydroxide). Solvent: C1CCOC1 (THF). Run at time 5 hour. The product is C1=C(C=CC2=CC=CC=C12)CN1CCSCC(C1=O)NC([C@@H]([C@@H]([C@H]([C@@H](\C=C\C(C)(C)C)O)O)O)OC)=O (N-(4-(naphthalen-2-ylmethyl)-5-oxoperhydro-1,4-thiazepin-6-yl)-(E)-(2R,3R,4S,5R)-3,4,5-trihydroxy-2-methoxy-8,8-dimethylnon-6-enamide). The yield is 67.3%. Reaction SMILES: [CH:1]1[C:10]2[C:5](=[CH:6][CH:7]=[CH:8][CH:9]=2)[CH:4]=[CH:3][C:2]=1[CH2:11][N:12]1[C:18](=[O:19])[CH:17]([NH:20][C:21](=[O:40])[C@@H:22]([C@H:25]2[C@@H:30]([OH:31])[C@@H:29](/[CH:32]=[CH:33]/[C:34]([CH3:37])([CH3:36])[CH3:35])[O:28]C(C)(C)[O:26]2)[O:23][CH3:24])[CH2:16][S:15][CH2:14][CH2:13]1.Cl.[OH-].[Na+]>C1COCC1>[CH:1]1[C:10]2[C:5](=[CH:6][CH:7]=[CH:8][CH:9]=2)[CH:4]=[CH:3][C:2]=1[CH2:11][N:12]1[C:18](=[O:19])[CH:17]([NH:20][C:21](=[O:40])[C@H:22]([O:23][CH3:24])[C@H:25]([OH:26])[C@@H:30]([OH:31])[C@H:29]([OH:28])/[CH:32]=[CH:33]/[C:34]([CH3:37])([CH3:35])[CH3:36])[CH2:16][S:15][CH2:14][CH2:13]1 |f:2.3|. Procedure: 40 mg of 44 (70 μmol) are mixed with 0.38 ml of THF and 0.75 ml of 1N hydrochloric acid, with stirring and under argon. Stirring is continued for 5 hours at room temperature. The solution is then cooled to 0° C. and neutralized to pH 7.0 with 1N sodium hydroxide. The mixture is extracted twice with 2 ml of EtOAc. The organic phases are combined, dried over magnesium sulfate and filtered and then evaporated to dryness. 25 mg of expected product Example 16 are obtained (yield=67%). Starting materials: CCCC[Sn](CCCC)(CCCC)c1cc(CO)[nH]n1, C1COCCO1, COc1cnc(Cl)c2[nH]cc(C(=O)C(=O)N3CCN(c4nnnn4-c4ccccc4)CC3)c12, c1ccc(P(c2ccccc2)(c2ccccc2)[Pd](P(c2ccccc2)(c2ccccc2)c2ccccc2)(P(c2ccccc2)(c2ccccc2)c2ccccc2)P(c2ccccc2)(c2ccccc2)c2ccccc2)cc1. The product is COc1cnc(-c2cc(CO)[nH]n2)c2[nH]cc(C(=O)C(=O)N3CCN(c4nnnn4-c4ccccc4)CC3)c12. Reaction SMILES: [CH2:34]([Sn:35]([CH2:36][CH2:37][CH2:38][CH3:46])([c:39]1[n:40][nH:41][c:42]([CH2:44][OH:45])[cH:43]1)[CH2:47][CH2:48][CH2:49][CH3:50])[CH2:51][CH2:52][CH3:53].[CH2:54]1[O:55][CH2:56][CH2:57][O:58][CH2:59]1.[Cl:1][c:2]1[n:3][cH:4][c:5]([O:32][CH3:33])[c:6]2[c:7]1[nH:8][cH:9][c:10]2[C:11]([C:12](=[O:13])[N:14]1[CH2:15][CH2:16][N:17]([c:20]2[n:21][n:22][n:23][n:24]2-[c:25]2[cH:26][cH:27][cH:28][cH:29][cH:30]2)[CH2:18][CH2:19]1)=[O:31].[cH:60]1[cH:61][cH:62][c:63]([P:64]([Pd:65]([P:66]([c:67]2[cH:68][cH:69][cH:70][cH:71][cH:72]2)([c:73]2[cH:74][cH:75][cH:76][cH:77][cH:78]2)[c:79]2[cH:80][cH:81][cH:82][cH:83][cH:84]2)([P:85]([c:86]2[cH:87][cH:88][cH:89][cH:90][cH:91]2)([c:92]2[cH:93][cH:94][cH:95][cH:96][cH:97]2)[c:98]2[cH:99][cH:100][cH:101][cH:102][cH:103]2)[P:104]([c:105]2[cH:106][cH:107][cH:108][cH:109][cH:110]2)([c:111]2[cH:112][cH:113][cH:114][cH:115][cH:116]2)[c:117]2[cH:118][cH:119][cH:120][cH:121][cH:122]2)([c:123]2[cH:124][cH:125][cH:126][cH:127][cH:128]2)[c:129]2[cH:130][cH:131][cH:132][cH:133][cH:134]2)[cH:135][cH:136]1>>[c:2]1(-[c:39]2[n:40][nH:41][c:42]([CH2:44][OH:45])[cH:43]2)[n:3][cH:4][c:5]([O:32][CH3:33])[c:6]2[c:7]1[nH:8][cH:9][c:10]2[C:11]([C:12](=[O:13])[N:14]1[CH2:15][CH2:16][N:17]([c:20]2[n:21][n:22][n:23][n:24]2-[c:25]2[cH:26][cH:27][cH:28][cH:29][cH:30]2)[CH2:18][CH2:19]1)=[O:31]. RXN SMILES: [C:1]([N:5]1[CH2:10][CH2:9][N:8]([C:11]([O-:13])=[O:12])[CH2:7][CH2:6]1)([CH3:4])([CH3:3])C.FC(F)(F)S(OC1C=[CH:22][CH:23]=[C:24]2C=1[N:28]=[CH:27][CH:26]=[CH:25]2)(=O)=O.[C:32]([O-])([O-])=O.[Cs+].[Cs+].[CH2:38]1[CH2:42]OC[CH2:39]1>CCOCC.CC([O-])=O.CC([O-])=O.[Pd+2].C1C=CC(P(C2C(C3C(P(C4C=CC=CC=4)C4C=CC=CC=4)=CC=C4C=3C=CC=C4)=C3C(C=CC=C3)=CC=2)C2C=CC=CC=2)=CC=1>[N:28]1[C:3]2[C:24](=[CH:23][CH:22]=[CH:4][C:1]=2[N:5]2[CH2:6][CH2:7][N:8]([C:11]([O:13][C:38]([CH3:39])([CH3:42])[CH3:32])=[O:12])[CH2:9][CH2:10]2)[CH:25]=[CH:26][CH:27]=1 |f:2.3.4,7.8.9|. The reactants are C(C)(C)(C)N1CCN(CC1)C(=O)[O-] (1-tert-butyl-4-piperazine carboxylate), C(C)(C)(C)N1CCN(CC1)C(=O)[O-] (1-tert-butyl-4-piperazine carboxylate), FC(S(=O)(=O)OC=1C=CC=C2C=CC=NC12)(F)F (quinolin-8-yl trifluoromethanesulfonate), FC(S(=O)(=O)OC=1C=CC=C2C=CC=NC12)(F)F (quinolin-8-yl trifluoromethanesulfonate), C(=O)([O-])[O-].[Cs+].[Cs+] (Cs2CO3), C1CCOC1 (THF). Procedure: t-butyl piperazine-1-carboxylate (compound 31, 8.6 g, 46 mmol) and quinolin-8-yl trifluoromethanesulfonate (compound 30, 11 g, 39.6 mmol) were added to a solution of Cs2CO3 (18 g, 55 mmol), BINAP (1.07 g) and Pd(OAc)2 (367 mg) in THF (100 ml). The reaction mixture was refluxed for 1 day and then cooled down to room temperature. The resulting solution was diluted with Et2O (100 ml) and then filtered with Celite. The organic solution was evaporated under reduced pressure, the residue was purified ... The yield is 74.0%. Run in CCOCC (Et2O). Product: N1=CC=CC2=CC=CC(=C12)N1CCN(CC1)C(=O)OC(C)(C)C (tert-butyl 4-(quinolin-8-yl)piperazine-1-carboxylate). The reagents and catalysts are CC(=O)[O-].CC(=O)[O-].[Pd+2] (Pd(OAc)2), C=1C=CC(=CC1)P(C=2C=CC=CC2)C3=CC=C4C=CC=CC4=C3C5=C6C=CC=CC6=CC=C5P(C=7C=CC=CC7)C=8C=CC=CC8 (BINAP). The reactants are C1=C(C=CC2=CC=CC=C12)O (2-Naphthol), OC(CCCCCC(=O)OCC)C1=CC=CC=C1 (ethyl 7-hydroxy-7-phenyl-heptanoate). The solvent is C(Cl)Cl (methylene chloride). Run at time 5 hour. Yields the product OC1=C(C2=CC=CC=C2C=C1)C(CCCCCC(=O)OCC)C1=CC=CC=C1 (Ethyl 7-(2-hydroxy-l-naphthyl)-7-phenylheptanoate). As a reaction SMILES: [CH:1]1[C:10]2[C:5](=[CH:6][CH:7]=[CH:8][CH:9]=2)[CH:4]=[CH:3][C:2]=1[OH:11].O[CH:13]([C:24]1[CH:29]=[CH:28][CH:27]=[CH:26][CH:25]=1)[CH2:14][CH2:15][CH2:16][CH2:17][CH2:18][C:19]([O:21][CH2:22][CH3:23])=[O:20]>C(Cl)Cl>[OH:11][C:2]1[CH:3]=[CH:4][C:5]2[C:10](=[CH:9][CH:8]=[CH:7][CH:6]=2)[C:1]=1[CH:13]([C:24]1[CH:25]=[CH:26][CH:27]=[CH:28][CH:29]=1)[CH2:14][CH2:15][CH2:16][CH2:17][CH2:18][C:19]([O:21][CH2:22][CH3:23])=[O:20]. Procedure: 2-Naphthol (1.152 g) and ethyl 7-hydroxy-7-phenyl-heptanoate (2g) were dissolved in methylene chloride (20 ml) followed by dropwise addition of boron trifluoride-ether complex (0.56 g). After 5 hours of stirring, the reaction mixture was extracted with chloroform and the extract was washed with water, dried, and concentrated. The residue was applied to a silica gel column (hexane-ethyl acetate) to provide the title compound (1.94 g). Starting materials: FC(C(=O)O)(F)F (Trifluoroacetic acid), C(C)OC(=O)C1=NN(N=C1)C1CCN(CC1)C(=O)OC(C)(C)C (1,1-dimethylethyl 4-[4-(ethoxycarbonyl)-2H-1,2,3-triazol-2-yl]-1-piperidinecarboxylate), C(C)OC(=O)C1=CN=NN1C1CCN(CC1)C(=O)OC(C)(C)C (1,1-dimethyl-ethyl 4-[5-(ethoxycarbonyl)-1H-1,2,3-triazol-1-yl]-1-piperidinecarboxylate). Run at time 45 minute. Yields the product N1(CCCCC1)C1(NNN=C1)C(=O)OCC (ethyl 4-piperidinyl-2H-1,2,3-triazole-4-carboxylate). Procedure details: Trifluoroacetic acid (3 mL) was added to 1,1-dimethylethyl 4-[4-(ethoxycarbonyl)-2H-1,2,3-triazol-2-yl]-1-piperidinecarboxylate (0.41 g, 1.3 mmol) (i.e. the product of Example 32, Step A). The reaction mixture was stirred for 45 minutes. The reaction mixture was then concentrated in vacuo. The resulting mixture was treated with saturated aqueous sodium bicarbonate and the aqueous layer was extracted three times with dichloromethane. The solvent was removed with a rotary evaporator to afford 0.23... RXN SMILES: FC(F)(F)C(O)=O.[CH2:8]([O:10][C:11]([C:13]1[CH:17]=[N:16][N:15](C2CCN(C(OC(C)(C)C)=O)CC2)[N:14]=1)=[O:12])[CH3:9].C(OC(C1N([CH:41]2[CH2:46][CH2:45][N:44](C(OC(C)(C)C)=O)[CH2:43][CH2:42]2)N=NC=1)=O)C>>[N:44]1([C:13]2([C:11]([O:10][CH2:8][CH3:9])=[O:12])[CH:17]=[N:16][NH:15][NH:14]2)[CH2:45][CH2:46][CH2:41][CH2:42][CH2:43]1. The reactants are C(C(C)C)(=O)Cl (isoButyryl chloride), COC(=O)C1=C(SC(=C1)C)N (methyl-2-amino-5-methyl-3-thiophenecarboxylate), O (water). Run in CN(P(=O)(N(C)C)N(C)C)C (hexamethylphosphoramide). Reaction conditions: time 16 hour. Product: C(=O)(OC)C1=C(SC(=C1)C)NC(C(C)C)=O (N-(3-Carbomethoxy-5-methyl-2-thienyl)-2-methylpropanamide). Yield: 82.1%. RXN SMILES: [C:1](Cl)(=[O:5])[CH:2]([CH3:4])[CH3:3].[CH3:7][O:8][C:9]([C:11]1[CH:15]=[C:14]([CH3:16])[S:13][C:12]=1[NH2:17])=[O:10].O>CN(C)P(N(C)C)(N(C)C)=O>[C:9]([C:11]1[CH:15]=[C:14]([CH3:16])[S:13][C:12]=1[NH:17][C:1](=[O:5])[CH:2]([CH3:4])[CH3:3])([O:8][CH3:7])=[O:10]. Procedure: isoButyryl chloride (22.4 g) was added dropwise during 40 minutes to a stirred solution of methyl-2-amino-5-methyl-3-thiophenecarboxylate (34.2 g, 0.2 mol) in dry hexamethylphosphoramide (100 ml) kept at 5°-10° C. This temperature was maintained for a further 1 hour and then the reaction was kept at room temperature for 16 hours. The reaction mixture was poured into water (1600 ml) and the yellow precipitate was filtered off, washed with water and dried at 50° C. Recrystallization of the solid f... The reactants are CCOC(C)=O, CC(C)n1nc(CN=[N+]=[N-])c(Cc2ccncc2)c1Sc1cc(Cl)cc(Cl)c1. The product is CC(C)n1nc(CN)c(Cc2ccncc2)c1Sc1cc(Cl)cc(Cl)c1. As a reaction SMILES: [CH3:29][CH2:30][O:31][C:32](=[O:33])[CH3:34].[N:1](=[N+:2]=[N-:3])[CH2:4][c:5]1[n:6][n:7]([CH:26]([CH3:27])[CH3:28])[c:8]([S:17][c:18]2[cH:19][c:20]([Cl:25])[cH:21][c:22]([Cl:24])[cH:23]2)[c:9]1[CH2:10][c:11]1[cH:12][cH:13][n:14][cH:15][cH:16]1>>[NH2:1][CH2:4][c:5]1[n:6][n:7]([CH:26]([CH3:27])[CH3:28])[c:8]([S:17][c:18]2[cH:19][c:20]([Cl:25])[cH:21][c:22]([Cl:24])[cH:23]2)[c:9]1[CH2:10][c:11]1[cH:12][cH:13][n:14][cH:15][cH:16]1. The reactants are C1(=CC=CC=C1)C1(CC1)C1=CC=C2C(=N1)SC=N2 (5-(1-phenylcyclopropyl)thiazolo[5,4-b]pyridine), BrC1=C(C=C(C#N)C=C1)C (4-bromo-3-methylbenzonitrile), C([O-])([O-])=O.[Cs+].[Cs+] (cesium carbonate). The reagents and catalysts are CC(C)(C)P(C1=CC=C(C=C1)N(C)C)C(C)(C)C.CC(C)(C)P(C1=CC=C(C=C1)N(C)C)C(C)(C)C.Cl[Pd]Cl (PdCl2(AmPhos)2). Run in CN(C)C=O (DMF). Reaction conditions: temperature 190 celsius. Yields the product CC=1C=C(C#N)C=CC1C=1SC2=NC(=CC=C2N1)C1(CC1)C1=CC=CC=C1 (3-methyl-4-(5-(1-phenylcyclopropyl)thiazolo[5,4-b]pyridine-2-yl)benzonitrile). Reaction SMILES: [C:1]1([C:7]2([C:10]3[N:15]=[C:14]4[S:16][CH:17]=[N:18][C:13]4=[CH:12][CH:11]=3)[CH2:9][CH2:8]2)[CH:6]=[CH:5][CH:4]=[CH:3][CH:2]=1.Br[C:20]1[CH:27]=[CH:26][C:23]([C:24]#[N:25])=[CH:22][C:21]=1[CH3:28].C(=O)([O-])[O-].[Cs+].[Cs+]>CN(C=O)C.CC(P(C(C)(C)C)C1C=CC(N(C)C)=CC=1)(C)C.CC(P(C(C)(C)C)C1C=CC(N(C)C)=CC=1)(C)C.Cl[Pd]Cl>[CH3:28][C:21]1[CH:22]=[C:23]([CH:26]=[CH:27][C:20]=1[C:17]1[S:16][C:14]2[C:13]([N:18]=1)=[CH:12][CH:11]=[C:10]([C:7]1([C:1]3[CH:6]=[CH:5][CH:4]=[CH:3][CH:2]=3)[CH2:8][CH2:9]1)[N:15]=2)[C:24]#[N:25] |f:2.3.4,6.7.8|. Procedure: A mixture of 5-(1-phenylcyclopropyl)thiazolo[5,4-b]pyridine (48.3 mg, 191 μmol), 4-bromo-3-methylbenzonitrile (45.0 mg, 230 μmol), PdCl2(AmPhos)2 (6.78 mg, 9.57 μmol), and cesium carbonate (187 mg, 574 μmol) in DMF (1.6 mL) was heated (microwave) under argon at 190° C. for 40 min. The reaction mixture was then partitioned between EtOAc (40 mL) and water (15 mL). The organic layer was separated, washed with water and brine, dried over sodium sulfate, filtered, and concentrated in vacuo. Chromatog... Reactants: O1C(CCC1)COC(=O)C=1C(C(=C(NC1C)C)C(=O)OC)C1=C(C=CC=C1)Cl (4-(2-chlorophenyl)-2,6-dimethyl-1,4-dihydropyridine-3,5-dicarboxylic acid 3-methyl ester 5-(tetrahydrofuran-2-ylmethyl) ester), [Cr](=O)(=O)([O-])Cl.[NH+]1=CC=CC=C1 (pyridinium chlorochromate). The solvent is C(Cl)Cl (CH2Cl2). Reaction conditions: time 5 hour. Product: O1C(CCC1)COC(=O)C=1C(=C(C(=NC1C)C)C(=O)OC)C1=C(C=CC=C1)Cl (4-(2-Chlorophenyl)-2,6-dimethyl pyridine-3,5-dicarboxylic acid 3-methyl ester 5-(tetrahydrofuran-2-ylmethyl) ester). The yield is 66.0%. As a reaction SMILES: [O:1]1[CH2:5][CH2:4][CH2:3][CH:2]1[CH2:6][O:7][C:8]([C:10]1[CH:11]([C:22]2[CH:27]=[CH:26][CH:25]=[CH:24][C:23]=2[Cl:28])[C:12]([C:18]([O:20][CH3:21])=[O:19])=[C:13]([CH3:17])[NH:14][C:15]=1[CH3:16])=[O:9].[Cr](Cl)([O-])(=O)=O.[NH+]1C=CC=CC=1>C(Cl)Cl>[O:1]1[CH2:5][CH2:4][CH2:3][CH:2]1[CH2:6][O:7][C:8]([C:10]1[C:11]([C:22]2[CH:27]=[CH:26][CH:25]=[CH:24][C:23]=2[Cl:28])=[C:12]([C:18]([O:20][CH3:21])=[O:19])[C:13]([CH3:17])=[N:14][C:15]=1[CH3:16])=[O:9] |f:1.2|. Reported procedure: A mixture of 8 g (0.02 mol) of 4-(2-chlorophenyl)-2,6-dimethyl-1,4-dihydropyridine-3,5-dicarboxylic acid 3-methyl ester 5-(tetrahydrofuran-2-ylmethyl) ester, obtained according A) and 71 g (0.059 mol) of pyridinium chlorochromate adsorbed on alumina, was suspended in 200 ml of CH2Cl2, and the whole mixture was stirred at room temperature for 5 hours. The remaining solid was eliminated by filtration, and the liquid was washed with water (3×250 ml), dried over anh. Na2SO4, and concentrated at redu...